Dataset: the Open Reaction Database (ORD), a public repository of structured organic reaction records. Task: describe an organic reaction: reactants, conditions, products, and yield Starting materials: O (water), NC1=NNC(=N1)N (3,5-diamino-1,2,4-triazole), C(C1=CC=CC=C1)(=O)CC(C)=O (benzoylacetone), C(Cl)Cl (methylene chloride). Run in C(C)(=O)O (acetic acid). The product is CC1=NC=2N(C(=C1)C1=CC=CC=C1)N=C(N2)N (5-methyl-7-phenyl-1,2,4-triazolo[1,5-a]pyrimidin-2-amine). The yield is 100.0%. As a reaction SMILES: [NH2:1][C:2]1[N:6]=[C:5]([NH2:7])[NH:4][N:3]=1.[C:8]([CH2:16][C:17](=O)[CH3:18])(=O)[C:9]1[CH:14]=[CH:13][CH:12]=[CH:11][CH:10]=1.C(Cl)Cl.O>C(O)(=O)C>[CH3:18][C:17]1[CH:16]=[C:8]([C:9]2[CH:14]=[CH:13][CH:12]=[CH:11][CH:10]=2)[N:3]2[N:4]=[C:5]([NH2:7])[N:6]=[C:2]2[N:1]=1. Procedure: A mixture of 7.0 g (71 mmol) 3,5-diamino-1,2,4-triazole and 12.0 g (74 mmol) benzoylacetone in 100 ml of glacial acetic acid was heated at reflux 2 hours. After cooling, methylene chloride (200 ml) was added followed by the addition of excess water. The organic layer was separated, washed with water, brine, dried over magensium sulfate and evaporated in vacuo to give a solid residue to which ethyl acetate was added. Filtering gave 16.0 g of crude 5-methyl-7-phenyl-1,2,4-triazolo[1,5-a]pyrimidin-... Product: O=C(O)c1cc(OC2CCCCC2)ncn1. Starting materials: C1CCOC1, CCO, O=C(OC1CCCCC1)c1cc(OC2CCCCC2)ncn1, [Na+], [OH-], O. RXN SMILES: [CH2:25]1[O:26][CH2:27][CH2:28][CH2:29]1.[CH3:30][CH2:31][OH:32].[CH:1]1([O:7][c:8]2[cH:9][c:10]([C:14](=[O:15])[O:16][CH:17]3[CH2:18][CH2:19][CH2:20][CH2:21][CH2:22]3)[n:11][cH:12][n:13]2)[CH2:2][CH2:3][CH2:4][CH2:5][CH2:6]1.[Na+:24].[OH-:23].[OH2:33]>>[CH:1]1([O:7][c:8]2[cH:9][c:10]([C:14](=[O:15])[OH:16])[n:11][cH:12][n:13]2)[CH2:2][CH2:3][CH2:4][CH2:5][CH2:6]1. The reactants are acid chloride, ClC1=CC=C(C=C1)C=1SC2=C(C1)C=CC=C2 (2-(4-chlorophenyl)benzothiophene), hydrochloride salt, [OH-].[Na+] (sodium hydroxide), N1(CCCC1)CCOC1=CC=C(C(=O)O)C=C1 (4-(2-pyrrolidinoethoxy)benzoic acid), acid chloride, [Cl-].[Al+3].[Cl-].[Cl-] (aluminum chloride). Run in ClCCCl (1,2-dichloroethane). Run at time 8 hour. The product is ClC1=CC=C(C=C1)C=1SC2=C(C1C(C1=CC=C(C=C1)OCCN1CCCC1)=O)C=CC=C2 (2-(4-Chlorophenyl)-3-[4-(2-pyrrolidinoethoxy)benzoyl]benzothiophene). Isolated yield 88.9%. Reaction SMILES: [N:1]1([CH2:6][CH2:7][O:8][C:9]2[CH:17]=[CH:16][C:12]([C:13]([OH:15])=O)=[CH:11][CH:10]=2)[CH2:5][CH2:4][CH2:3][CH2:2]1.[Cl:18][C:19]1[CH:24]=[CH:23][C:22]([C:25]2[S:26][C:27]3[CH:33]=[CH:32][CH:31]=[CH:30][C:28]=3[CH:29]=2)=[CH:21][CH:20]=1.[Cl-].[Al+3].[Cl-].[Cl-].[OH-].[Na+]>ClCCCl>[Cl:18][C:19]1[CH:24]=[CH:23][C:22]([C:25]2[S:26][C:27]3[CH:33]=[CH:32][CH:31]=[CH:30][C:28]=3[C:29]=2[C:13](=[O:15])[C:12]2[CH:11]=[CH:10][C:9]([O:8][CH2:7][CH2:6][N:1]3[CH2:2][CH2:3][CH2:4][CH2:5]3)=[CH:17][CH:16]=2)=[CH:21][CH:20]=1 |f:2.3.4.5,6.7|. Procedure: The hydrochloride salt of 4-(2-pyrrolidinoethoxy)benzoic acid (7.77 grams; 0.028 mole) was converted to its corresponding acid chloride. To the acid chloride then were added 7.0 grams (0.028 mole) of the above benzothiophene and 250 ml. of 1,2-dichloroethane. A white suspension resulted. The mixture was cooled to b 0° to 10° C. and was treated gradually with 7.6 grams (0.57 mole) of aluminum chloride, giving rise to a brownish-yellow solution. The mixture was stirred at 0°-25° C. overnight, and ... Starting materials: Nc1ccc(Br)cc1Cl, O=[N+]([O-])c1cccc(B(O)O)c1, c1ccc(P(c2ccccc2)(c2ccccc2)[Pd](P(c2ccccc2)(c2ccccc2)c2ccccc2)(P(c2ccccc2)(c2ccccc2)c2ccccc2)P(c2ccccc2)(c2ccccc2)c2ccccc2)cc1. Reaction SMILES: [Br:13][c:14]1[cH:15][c:16]([Cl:21])[c:17]([NH2:18])[cH:19][cH:20]1.[N+:1](=[O:2])([O-:3])[c:4]1[cH:5][c:6]([B:10]([OH:11])[OH:12])[cH:7][cH:8][cH:9]1.[cH:22]1[cH:23][cH:24][c:25]([P:26]([Pd:27]([P:28]([c:29]2[cH:30][cH:31][cH:32][cH:33][cH:34]2)([c:35]2[cH:36][cH:37][cH:38][cH:39][cH:40]2)[c:41]2[cH:42][cH:43][cH:44][cH:45][cH:46]2)([P:47]([c:48]2[cH:49][cH:50][cH:51][cH:52][cH:53]2)([c:54]2[cH:55][cH:56][cH:57][cH:58][cH:59]2)[c:60]2[cH:61][cH:62][cH:63][cH:64][cH:65]2)[P:66]([c:67]2[cH:68][cH:69][cH:70][cH:71][cH:72]2)([c:73]2[cH:74][cH:75][cH:76][cH:77][cH:78]2)[c:79]2[cH:80][cH:81][cH:82][cH:83][cH:84]2)([c:85]2[cH:86][cH:87][cH:88][cH:89][cH:90]2)[c:91]2[cH:92][cH:93][cH:94][cH:95][cH:96]2)[cH:97][cH:98]1>>[N+:1](=[O:2])([O-:3])[c:4]1[cH:5][c:6](-[c:14]2[cH:15][c:16]([Cl:21])[c:17]([NH2:18])[cH:19][cH:20]2)[cH:7][cH:8][cH:9]1. The product is Nc1ccc(-c2cccc([N+](=O)[O-])c2)cc1Cl. The reactants are Nc1cccc(Br)c1, Cl, O=N[O-], [Na+]. The product is NNc1cccc(Br)c1. RXN SMILES: [Br:1][c:2]1[cH:3][c:4]([NH2:8])[cH:5][cH:6][cH:7]1.[ClH:13].[N:9]([O-:10])=[O:11].[Na+:12]>>[Br:1][c:2]1[cH:3][c:4]([NH:8][NH2:9])[cH:5][cH:6][cH:7]1. The reactants are N(N)C=1N=NC(=CC1)N1CCOCC1 (3-hydrazino-6-morpholinopyridazine), C(C1=CC=CC=C1)(=O)Cl (benzoyl chloride), C([O-])(O)=O.[Na+] (sodium bicarbonate). Yields the product O1CCN(CC1)C=1C=CC=2N(N1)C(=NN2)C2=CC=CC=C2 (6-morpholino-3-phenyl-s-triazolo[4,3-b]pyridazine). As a reaction SMILES: [NH:1]([C:3]1[N:4]=[N:5][C:6]([N:9]2[CH2:14][CH2:13][O:12][CH2:11][CH2:10]2)=[CH:7][CH:8]=1)[NH2:2].[C:15](Cl)(=O)[C:16]1[CH:21]=[CH:20][CH:19]=[CH:18][CH:17]=1.C(=O)(O)[O-].[Na+]>>[O:12]1[CH2:11][CH2:10][N:9]([C:6]2[CH:7]=[CH:8][C:3]3[N:4]([C:15]([C:16]4[CH:21]=[CH:20][CH:19]=[CH:18][CH:17]=4)=[N:2][N:1]=3)[N:5]=2)[CH2:14][CH2:13]1 |f:2.3|. Reported procedure: 39 Grams of 3-hydrazino-6-morpholinopyridazine is added portionwise to 30 grams of benzoyl chloride. The mixture is heated at a temperature of 130°-140° C. for 1 hour. The mixture is then cooled and the residue of the reaction mixture is neutralized by the addition of aqueous sodium bicarbonate solution. The resulting aqueous mixture is then extracted with chloroform. The chloroform extract is washed with water, dried over anhydrous sodium sulfate and evaporated to dryness under reduced pressure...